From a dataset of the Open Reaction Database (ORD), a public repository of structured organic reaction records. describe an organic reaction: reactants, conditions, products, and yield Starting materials: O (water), C([O-])([O-])=O.[Ca+2] (calcium carbonate), CC=1C=C(N)C=C(C1S(=O)(=O)C[N+](=O)[O-])C (3,5-dimethyl-4-[(nitromethyl)sulphonyl]aniline), FC1=CC=C(C=C1)S(=O)(=O)Cl (4-fluorobenzenesulphonyl chloride). Solvent: O1CCCC1 (tetrahydrofuran). Product: CC=1C=C(C=C(C1S(=O)(=O)C[N+](=O)[O-])C)NS(=O)(=O)C1=CC=C(C=C1)F (N-[3,5-dimethyl-4-[(nitromethyl)sulphonyl]phenyl]-4-fluorobenzenesulphonamide). Isolated yield 36.4%. Reaction SMILES: C(=O)([O-])[O-].[Ca+2].[CH3:6][C:7]1[CH:8]=[C:9]([CH:11]=[C:12]([CH3:21])[C:13]=1[S:14]([CH2:17][N+:18]([O-:20])=[O:19])(=[O:16])=[O:15])[NH2:10].[F:22][C:23]1[CH:28]=[CH:27][C:26]([S:29](Cl)(=[O:31])=[O:30])=[CH:25][CH:24]=1.O>O1CCCC1>[CH3:21][C:12]1[CH:11]=[C:9]([NH:10][S:29]([C:26]2[CH:27]=[CH:28][C:23]([F:22])=[CH:24][CH:25]=2)(=[O:31])=[O:30])[CH:8]=[C:7]([CH3:6])[C:13]=1[S:14]([CH2:17][N+:18]([O-:20])=[O:19])(=[O:15])=[O:16] |f:0.1|. Procedure details: 1.65 g (16.5 mmol) of calcium carbonate are added to a solution of 2.0 g (8.19 mmol) of 3,5-dimethyl-4-[(nitromethyl)sulphonyl]aniline in 40 ml of anhydrous tetrahydrofuran, followed by portionwise addition of 2.4 g (12.3 mmol) of 4-fluorobenzenesulphonyl chloride. The reaction medium is refluxed for 50 hours. After cooling, it is poured into 200 ml of water and extracted with 3 times 100 ml of methylene chloride. The combined organic extracts are washed with 100 ml of water, dried over sodium s...